Dataset: the Open Reaction Database (ORD), a public repository of structured organic reaction records. Task: describe an organic reaction: reactants, conditions, products, and yield Starting materials: ON1N=NC2=C(C1=O)C=CC=C2 (3-hydroxy-1,2,3-benzotriazin-4(3H)-one), C1(CCCCC1)N=C=NC1CCCCC1 (dicyclohexylcarbodiimide), N1=C(C=CC2=CC=CC=C12)C(=O)N[C@@H](CC(N)=O)C(=O)O (N-(2-quinolylcarbonyl)-L-asparagine), N[C@H]([C@@H](CN1C[C@H]2CCCC[C@H]2C[C@H]1C(=O)NC(C)(C)C)O)CC1=CC=CC=C1 (2-[3(S)-amino-2(R)-hydroxy-4-phenylbutyl]-N-tert.butyl-decahydro-(4aS,8aS)-isoquinoline-3(S)-carboxamide). The solvent is O1CCCC1 (tetrahydrofuran), C(C)(=O)OCC (ethyl acetate). Conditions: temperature 20 celsius, time 16 hour. Product: C(C)(C)(C)NC(=O)[C@H]1N(C[C@H]2CCCC[C@H]2C1)C[C@H]([C@H](CC1=CC=CC=C1)NC([C@@H](NC(=O)C1=NC2=CC=CC=C2C=C1)CC(N)=O)=O)O (N-tert.butyl-decahydro-2-[2(R)-hydroxy-4-phenyl-3(S)-[[N-(2-quinolylcarbonyl)-L-asparaginyl]amino]butyl]-(4aS,8aS)-isoquinoline-3(S)-carboxamide). The yield is 80.2%. RXN SMILES: [N:1]1[C:10]2[C:5](=[CH:6][CH:7]=[CH:8][CH:9]=2)[CH:4]=[CH:3][C:2]=1[C:11]([NH:13][C@H:14]([C:19]([OH:21])=O)[CH2:15][C:16](=[O:18])[NH2:17])=[O:12].[NH2:22][C@@H:23]([CH2:44][C:45]1[CH:50]=[CH:49][CH:48]=[CH:47][CH:46]=1)[C@H:24]([OH:43])[CH2:25][N:26]1[C@H:35]([C:36]([NH:38][C:39]([CH3:42])([CH3:41])[CH3:40])=[O:37])[CH2:34][C@H:33]2[C@H:28]([CH2:29][CH2:30][CH2:31][CH2:32]2)[CH2:27]1.ON1C(=O)C2C=CC=CC=2N=N1.C1(N=C=NC2CCCCC2)CCCCC1>O1CCCC1.C(OCC)(=O)C>[C:39]([NH:38][C:36]([C@@H:35]1[CH2:34][C@H:33]2[C@H:28]([CH2:29][CH2:30][CH2:31][CH2:32]2)[CH2:27][N:26]1[CH2:25][C@@H:24]([OH:43])[C@@H:23]([NH:22][C:19](=[O:21])[C@H:14]([CH2:15][C:16](=[O:18])[NH2:17])[NH:13][C:11]([C:2]1[CH:3]=[CH:4][C:5]2[C:10](=[CH:9][CH:8]=[CH:7][CH:6]=2)[N:1]=1)=[O:12])[CH2:44][C:45]1[CH:46]=[CH:47][CH:48]=[CH:49][CH:50]=1)=[O:37])([CH3:42])([CH3:40])[CH3:41]. Procedure: A solution of 287 mg of N-(2-quinolylcarbonyl)-L-asparagine and 401 mg of 2-[3(S)-amino-2(R)-hydroxy-4-phenylbutyl]-N-tert.butyl-decahydro-(4aS,8aS)-isoquinoline-3(S)-carboxamide in 3 ml of tetrahydrofuran was cooled to -10° C. and 163 mg of 3-hydroxy-1,2,3-benzotriazin-4(3H)-one and 220 mg of dicyclohexylcarbodiimide were added. The mixture was stirred at -10° C. for 2 hours and at 20° C. for 16 hours, then diluted with ethyl acetate and filtered. The filtrate was washed with saturated sodium b... Starting materials: C(C)(=O)OCC1=C(C=CC=C1)C(C(=O)N)=NOC (2-(2-acetoxymethylphenyl)-2-methoxyiminoacetamide), ice, C([O-])(O)=O.[Na+] (sodium bicarbonate). Solvent: Cl.O1CCOCC1 (hydrogen chloride dioxane). Reaction conditions: time 3 hour. Yields the product C(C)(=O)OCC1=C(C=CC=C1)\C(\C(=O)N)=N/OC ((E)-2-(2-acetoxymethylphenyl)-2-methoxyiminoacetamide). The yield is 77.7%. Reaction SMILES: [C:1]([O:4][CH2:5][C:6]1[CH:11]=[CH:10][CH:9]=[CH:8][C:7]=1[C:12](=[N:16][O:17][CH3:18])[C:13]([NH2:15])=[O:14])(=[O:3])[CH3:2].C(=O)(O)[O-].[Na+]>Cl.O1CCOCC1>[C:1]([O:4][CH2:5][C:6]1[CH:11]=[CH:10][CH:9]=[CH:8][C:7]=1/[C:12](=[N:16]\[O:17][CH3:18])/[C:13]([NH2:15])=[O:14])(=[O:3])[CH3:2] |f:1.2,3.4|. Procedure: A mixture of 2-(2-acetoxymethylphenyl)-2-methoxyiminoacetamide (793 mg, E/Z=56/44) was dissolved in a 6N hydrogen chloride/dioxane solution (6.3 ml), and the mixture was stirred at room temperature for 3 hours. The reaction mixture was poured into an ice-cooled saturated aqueous solution of sodium bicarbonate, and extracted with ethyl acetate twice. The combined ethyl acetate layer was washed successively with water and saturated brine, and dried over anhydrous sodium sulfate. Evaporation of the... Starting materials: [H-].[H-].[H-].[H-].[Li+].[Al+3] (LiAlH4), C1OC=2C=C(C(=O)OCC)C=CC2O1 (ethyl 3,4-(methylenedioxy)benzoate), [OH-].[Na+] (NaOH). Run in CCOCC (Et2O), C1CCOC1 (THF), O (H2O), CCOCC (Et2O), O (H2O). Conditions: time 8 hour. The product is C1OC2=C(O1)C=C(C=C2)CO (3,4-(Methylenedioxy)phenylmethanol). The yield is 94.5%. RXN SMILES: [H-].[H-].[H-].[H-].[Li+].[Al+3].[CH2:7]1[O:20][C:19]2[CH:18]=[CH:17][C:11]([C:12](OCC)=[O:13])=[CH:10][C:9]=2[O:8]1.[OH-].[Na+]>CCOCC.O.C1COCC1>[CH2:7]1[O:8][C:9]2[CH:10]=[C:11]([CH2:12][OH:13])[CH:17]=[CH:18][C:19]=2[O:20]1 |f:0.1.2.3.4.5,7.8|. Procedure details: To a mixture of 0.99 g (26.16 mmol) of LiAlH4 and 80 mL of Et2O, 2.54 g (13.08 mmol) of ethyl 3,4-(methylenedioxy)benzoate (obtained in the preceding section) dissolved in 160 mL of Et2O was added under argon, and the mixture was stirred overnight at room temperature. A mixture of 1.62 mL of H2O and 3.41 mL of THF, followed by 1.62 mL of 15% NaOH and then 4.43 mL of H2O were added dropwise. The resulting mixture was filtered, washed with Et2O and EtOAc, and the solvent was evaporated. The residu... The reactants are OC1=C(C(=O)OC)C=C(C(=C1C)C)B1OC(C(O1)(C)C)(C)C (methyl 2-hydroxy-3,4-dimethyl-5-(4,4,5,5-tetramethyl-1,3,2-dioxaborolan-2-yl)benzoate), ClCC1=CC=C(C=C1)OC (1-(chloromethyl)-4-methoxybenzene), C([O-])([O-])=O.[Na+].[Na+] (sodium carbonate), O (water), O (water). The reagents and catalysts are C=1C=CC(=CC1)[P](C=2C=CC=CC2)(C=3C=CC=CC3)[Pd]([P](C=4C=CC=CC4)(C=5C=CC=CC5)C=6C=CC=CC6)([P](C=7C=CC=CC7)(C=8C=CC=CC8)C=9C=CC=CC9)[P](C=1C=CC=CC1)(C=1C=CC=CC1)C=1C=CC=CC1 (tetrakis(triphenylphosphine)palladium(0)). The solvent is COCCOC (1,2-dimethoxyethane), C(C)(=O)OCC (ethyl acetate). Reaction conditions: temperature 80 celsius, time 8 hour. Product: OC1=C(C(=O)OC)C=C(C(=C1C)C)CC1=CC=C(C=C1)OC (methyl 2-hydroxy-5-(4-methoxybenzyl)-3,4-dimethylbenzoate). Yield: 61.9%. RXN SMILES: [OH:1][C:2]1[C:11]([CH3:12])=[C:10]([CH3:13])[C:9](B2OC(C)(C)C(C)(C)O2)=[CH:8][C:3]=1[C:4]([O:6][CH3:7])=[O:5].Cl[CH2:24][C:25]1[CH:30]=[CH:29][C:28]([O:31][CH3:32])=[CH:27][CH:26]=1.C(=O)([O-])[O-].[Na+].[Na+].O>COCCOC.C1C=CC([P]([Pd]([P](C2C=CC=CC=2)(C2C=CC=CC=2)C2C=CC=CC=2)([P](C2C=CC=CC=2)(C2C=CC=CC=2)C2C=CC=CC=2)[P](C2C=CC=CC=2)(C2C=CC=CC=2)C2C=CC=CC=2)(C2C=CC=CC=2)C2C=CC=CC=2)=CC=1.C(OCC)(=O)C>[OH:1][C:2]1[C:11]([CH3:12])=[C:10]([CH3:13])[C:9]([CH2:24][C:25]2[CH:30]=[CH:29][C:28]([O:31][CH3:32])=[CH:27][CH:26]=2)=[CH:8][C:3]=1[C:4]([O:6][CH3:7])=[O:5] |f:2.3.4,^1:49,51,70,89|. Reported procedure: To a mixture of methyl 2-hydroxy-3,4-dimethyl-5-(4,4,5,5-tetramethyl-1,3,2-dioxaborolan-2-yl)benzoate (18.3 g), 1-(chloromethyl)-4-methoxybenzene (9.38 g) and sodium carbonate (12.7 g) in 1,2-dimethoxyethane (255 mL)-water (85.0 mL) was added tetrakis(triphenylphosphine)palladium(0) (3.46 g), and the mixture was stirred overnight at 80° C. under argon atmosphere. To the reaction mixture were added water and ethyl acetate, and the organic layer was separated, washed with saturated brine. The orga... Starting materials: IC=1C=C(C(=O)Cl)C=CC1 (3-iodobenzoyl chloride), C1(=CC=CC=C1)[C@@H](N)CO ((R)-(-)-2-phenylglycinol). The solvent is ClCCl (dichloromethane), ClCCl (dichloromethane). Run at time 3 hour. The product is IC=1C=C(C(=O)N[C@@H](CO)C2=CC=CC=C2)C=CC1 ((+)-2-(3-iodobenzamido)-2(R)-phenylethan-1-ol). Isolated yield 63.7%. Reaction SMILES: [I:1][C:2]1[CH:3]=[C:4]([CH:8]=[CH:9][CH:10]=1)[C:5](Cl)=[O:6].[C:11]1([C@H:17]([CH2:19][OH:20])[NH2:18])[CH:16]=[CH:15][CH:14]=[CH:13][CH:12]=1>ClCCl>[I:1][C:2]1[CH:3]=[C:4]([CH:8]=[CH:9][CH:10]=1)[C:5]([NH:18][C@H:17]([C:11]1[CH:16]=[CH:15][CH:14]=[CH:13][CH:12]=1)[CH2:19][OH:20])=[O:6]. Reported procedure: To a vigorously stirred solution of 3-iodobenzoyl chloride (16.79 g, 63 mmol) in dichloromethane (300 ml) was rapidly added a solution of (R)-(-)-2-phenylglycinol (8.64 g, 63 mmol) in dichloromethane (50 ml). The reaction mixture was stirred for 3 hours and crude product collected by filtration. Recrystallization from isopropyl alcohol gave (+)-2-(3-iodobenzamido)-2(R)-phenylethan-1-ol as white needles (14.74 g, 64%). Reactants: CC(CC1CCN(CC1)C(=O)C=1NC2=CC=C(C=C2C1)[N+](=O)[O-])(C)O (2-methyl-1-{1-[(5-nitro-1H-indol-2-yl)carbonyl]piperidin-4-yl}propan-2-ol). Reagents/catalysts: [C].[Pd] (palladium-carbon). The solvent is CO (methanol). Conditions: time 1 day. Product: NC=1C=C2C=C(NC2=CC1)C(=O)N1CCC(CC1)CC(C)(O)C (1-{1-[(5-amino-1H-indol-2-yl)carbonyl]piperidin-4-yl}-2-methylpropan-2-ol). The yield is 75.3%. Reaction SMILES: [CH3:1][C:2]([OH:25])([CH3:24])[CH2:3][CH:4]1[CH2:9][CH2:8][N:7]([C:10]([C:12]2[NH:13][C:14]3[C:19]([CH:20]=2)=[CH:18][C:17]([N+:21]([O-])=O)=[CH:16][CH:15]=3)=[O:11])[CH2:6][CH2:5]1>CO.[C].[Pd]>[NH2:21][C:17]1[CH:18]=[C:19]2[C:14](=[CH:15][CH:16]=1)[NH:13][C:12]([C:10]([N:7]1[CH2:8][CH2:9][CH:4]([CH2:3][C:2]([CH3:24])([OH:25])[CH3:1])[CH2:5][CH2:6]1)=[O:11])=[CH:20]2 |f:2.3|. Procedure details: To a solution of 838 mg of 2-methyl-1-{1-[(5-nitro-1H-indol-2-yl)carbonyl]piperidin-4-yl}propan-2-ol in 15 mL of methanol was added 80 mg of 10% palladium-carbon, followed by stirring under a hydrogen atmosphere at room temperature for 1 day. Insoluble material was removed by filtration through Celite, and the filtrate was concentrated under reduced pressure. The residue was purified by silica gel column chromatography [chloroform:methanol=1:0-10:1], and then solidified from hexane-ethyl acetate... Reactants: NC1=NC=CC=C1N (2,3-diaminopyridine), ClCC(=O)CC(C)=O (3-chloroacetylacetone). Run in C(C)O (ethyl alcohol). Product: NC=1C=2N(C=CC1)C(=C(N2)C)C(C)=O (8-amino-3-acetyl-2-methylimidazo[1,2-a]pyridine). Yield: 15.7%. As a reaction SMILES: [NH2:1][C:2]1[C:7]([NH2:8])=[CH:6][CH:5]=[CH:4][N:3]=1.Cl[CH2:10][C:11]([CH2:13][C:14](=O)[CH3:15])=[O:12]>C(O)C>[NH2:8][C:7]1[C:2]2[N:3]([C:13]([C:11](=[O:12])[CH3:10])=[C:14]([CH3:15])[N:1]=2)[CH:4]=[CH:5][CH:6]=1. Reported procedure: A mixture of 2,3-diaminopyridine (7 g, 64.1 mmol), 3-chloroacetylacetone (8.6 g, 64.1 mmol) in ethyl alcohol (80 ml) was refluxed for 9 hours. The solvent was removed under reduced pressure and the residue dissolved in methylene chloride. A sodium bicarbonate solution was added and the organic layer was separated. The aqueous layer was extracted twice with methylene chloride. The combined organic layer was dried and evaporated under reduced pressure. Chromatography of the residue on silica gel (...